This data is from the Open Reaction Database (ORD), a public repository of structured organic reaction records. The task is: describe an organic reaction: reactants, conditions, products, and yield The reactants are Cl.C(C)(=O)OCC (hydrogen chloride ethyl acetate), C(C)(C)(C)OC(=O)N1C[C@@H](N(CC1)S(=O)(=O)C1=CC=C(C=C1)C(F)(F)F)C(NCC1=CC=C(C=C1)C(C)C)=O ((R)-3-(4-isopropyl-benzylcarbamoyl)-4-(4-trifluoromethyl-benzenesulfonyl)-piperazine-1-carboxylic acid tert-butyl ester), C(C)(C)OC(C)C (diisopropyl ether). Solvent: C(C)(=O)OCC (ethyl acetate), C(C)(=O)OCC (ethyl acetate). Product: Cl.C(C)(C)C1=CC=C(CNC(=O)[C@@H]2N(CCNC2)S(=O)(=O)C2=CC=C(C=C2)C(F)(F)F)C=C1 ((R)-1-(4-trifluoromethyl-benzenesulfonyl)-piperazine-2-carboxylic acid 4-isopropyl-benzylamide hydrochloride). RXN SMILES: C(OC([N:8]1[CH2:13][CH2:12][N:11]([S:14]([C:17]2[CH:22]=[CH:21][C:20]([C:23]([F:26])([F:25])[F:24])=[CH:19][CH:18]=2)(=[O:16])=[O:15])[C@@H:10]([C:27](=[O:39])[NH:28][CH2:29][C:30]2[CH:35]=[CH:34][C:33]([CH:36]([CH3:38])[CH3:37])=[CH:32][CH:31]=2)[CH2:9]1)=O)(C)(C)C.[ClH:40].C(OCC)(=O)C.C(OC(C)C)(C)C>C(OCC)(=O)C>[ClH:40].[CH:36]([C:33]1[CH:32]=[CH:31][C:30]([CH2:29][NH:28][C:27]([C@H:10]2[CH2:9][NH:8][CH2:13][CH2:12][N:11]2[S:14]([C:17]2[CH:22]=[CH:21][C:20]([C:23]([F:26])([F:24])[F:25])=[CH:19][CH:18]=2)(=[O:16])=[O:15])=[O:39])=[CH:35][CH:34]=1)([CH3:38])[CH3:37] |f:1.2,5.6|. Procedure details: To a solution of the compound (973 mg) obtained in Step 2 in ethyl acetate (10 ml) was added, with stirring at room temperature, 4N hydrogen chloride/ethyl acetate solution (4.73 ml). After stirring at room temperature for 4 hr, the reaction mixture was concentrated under reduced pressure. Toluene was added to the residue, and the mixture was concentrated again under reduced pressure. The obtained crude crystals were suspended in a mixed solvent of ethyl acetate and diisopropyl ether, collected ... Reactants: COC=1C=C(C=CC1OC)C1=C2C(=NC=C1)NC=C2 (4-(3,4-Dimethoxy-phenyl)-1H-pyrrolo[2,3-b]pyridine), [OH-].[Na+] (Sodium hydroxide), C(Cl)Cl (methylene chloride), N1=CC=CC2=CC=CC(=C12)S(=O)(=O)Cl (8-quinoline-sulfonyl chloride), C(Cl)Cl (Methylene chloride). Reagents/catalysts: CCCC[N+](CCCC)(CCCC)CCCC.[Br-] (Tetra-N-butylammonium bromide). Solvent: O (Water). Run at time 3 hour. The product is COC=1C=C(C=CC1OC)C1=C2C(=NC=C1)N(C=C2)S(=O)(=O)C=2C=CC=C1C=CC=NC21 (8-[4-(3,4-Dimethoxy-phenyl)-pyrrolo[2,3-b]pyridine-1-sulfonyl]-quinoline). As a reaction SMILES: [CH3:1][O:2][C:3]1[CH:4]=[C:5]([C:11]2[CH:16]=[CH:15][N:14]=[C:13]3[NH:17][CH:18]=[CH:19][C:12]=23)[CH:6]=[CH:7][C:8]=1[O:9][CH3:10].[OH-].[Na+].[N:22]1[C:31]2[C:26](=[CH:27][CH:28]=[CH:29][C:30]=2[S:32](Cl)(=[O:34])=[O:33])[CH:25]=[CH:24][CH:23]=1.C(Cl)Cl>CCCC[N+](CCCC)(CCCC)CCCC.[Br-].O>[CH3:1][O:2][C:3]1[CH:4]=[C:5]([C:11]2[CH:16]=[CH:15][N:14]=[C:13]3[N:17]([S:32]([C:30]4[CH:29]=[CH:28][CH:27]=[C:26]5[C:31]=4[N:22]=[CH:23][CH:24]=[CH:25]5)(=[O:33])=[O:34])[CH:18]=[CH:19][C:12]=23)[CH:6]=[CH:7][C:8]=1[O:9][CH3:10] |f:1.2,5.6|. Reported procedure: Into a Round bottom flask was added 4-(3,4-Dimethoxy-phenyl)-1H-pyrrolo[2,3-b]pyridine (0.222 g, 0.000873 mol), 50 and Tetra-N-butylammonium bromide (0.0282 g, 0.0000874 mol), and 5.000 M of Sodium hydroxide in Water (2.25 mL). 8-quinoline-sulfonyl chloride (0.238 g, 0.00105 mol) dissolved in Methylene chloride (0.616 mL, 0.00960 mol) was added dropwise at 0 Celsius. The reaction was stirred at ambient temperature for 3 h and the reaction mixture was diliuted with an addional 25 mL of methylene ... Starting materials: BrCC1CCCC1, C=CCC1CC(c2cccc(Cl)c2)C(c2ccc(Cl)cc2)NC1=O. Product: C=CCC1CC(c2cccc(Cl)c2)C(c2ccc(Cl)cc2)N(CC2CCCC2)C1=O. As a reaction SMILES: [Br:25][CH2:26][CH:27]1[CH2:28][CH2:29][CH2:30][CH2:31]1.[CH2:1]([CH:2]=[CH2:3])[CH:4]1[C:5](=[O:24])[NH:6][CH:7]([c:17]2[cH:18][cH:19][c:20]([Cl:23])[cH:21][cH:22]2)[CH:8]([c:10]2[cH:11][c:12]([Cl:16])[cH:13][cH:14][cH:15]2)[CH2:9]1>>[CH2:1]([CH:2]=[CH2:3])[CH:4]1[C:5](=[O:24])[N:6]([CH2:26][CH:27]2[CH2:28][CH2:29][CH2:30][CH2:31]2)[CH:7]([c:17]2[cH:18][cH:19][c:20]([Cl:23])[cH:21][cH:22]2)[CH:8]([c:10]2[cH:11][c:12]([Cl:16])[cH:13][cH:14][cH:15]2)[CH2:9]1.